describe an organic reaction: reactants, conditions, products, and yield From a dataset of the Open Reaction Database (ORD), a public repository of structured organic reaction records. Starting materials: CCO, [Cl-], [Fe], CC1(C)C=C(c2ccccc2[N+](=O)[O-])CC1(C)C, [NH4+], O. The product is CC1(C)C=C(c2ccccc2N)CC1(C)C. Reaction SMILES: [CH3:19][CH2:20][OH:21].[Cl-:22].[Fe:24].[N+:1]([O-:2])(=[O:3])[c:4]1[c:5]([C:10]2=[CH:11][C:12]([CH3:17])([CH3:18])[C:13]([CH3:15])([CH3:16])[CH2:14]2)[cH:6][cH:7][cH:8][cH:9]1.[NH4+:23].[OH2:25]>>[NH2:1][c:4]1[c:5]([C:10]2=[CH:11][C:12]([CH3:17])([CH3:18])[C:13]([CH3:15])([CH3:16])[CH2:14]2)[cH:6][cH:7][cH:8][cH:9]1. RXN SMILES: [CH3:18][C:19](=[O:20])[O-:21].[CH3:22][N:23]([CH3:24])[CH:25]=[O:26].[Cl:1][C:2](=[C:3]([C:4](=[O:5])[O:6][CH:7]([CH3:8])[CH3:9])[Cl:10])[C:11](=[O:12])[O:13][CH:14]([CH3:15])[CH3:16].[NH4+:17]>>[Cl:1][C:2](=[C:3]([C:4](=[O:5])[O:6][CH:7]([CH3:8])[CH3:9])[NH2:17])[C:11](=[O:12])[O:13][CH:14]([CH3:15])[CH3:16]. Reactants: CC(=O)[O-], CN(C)C=O, CC(C)OC(=O)C(Cl)=C(Cl)C(=O)OC(C)C, [NH4+]. Product: CC(C)OC(=O)C(N)=C(Cl)C(=O)OC(C)C. The reactants are C(C)OC(=O)C1(CC1)C1=CC=C(C=C1)C1=CC=C(C=C1)C1=C(C(=NO1)C)N (1-[4′-(4-amino-3-methyl-isoxazol-5-yl)-biphenyl-4-yl]-cyclopropanecarboxylic acid ethyl ester), BrC1=NC(=CC=C1)N1N=CC=C1 (2-bromo-6-pyrazol-1-yl-pyridine). Product: C(C)OC(=O)C1(CC1)C1=CC=C(C=C1)C1=CC=C(C=C1)C1=C(C(=NO1)C)NC1=NC(=CC=C1)N1N=CC=C1 (1-{4′-[3-Methyl-4-(6-pyrazol-1-yl-pyridin-2-ylamino)-isoxazol-5-yl]-biphenyl-4-yl}-cyclopropanecarboxylic acid ethyl ester). As a reaction SMILES: [CH2:1]([O:3][C:4]([C:6]1([C:9]2[CH:14]=[CH:13][C:12]([C:15]3[CH:20]=[CH:19][C:18]([C:21]4[O:25][N:24]=[C:23]([CH3:26])[C:22]=4[NH2:27])=[CH:17][CH:16]=3)=[CH:11][CH:10]=2)[CH2:8][CH2:7]1)=[O:5])[CH3:2].Br[C:29]1[CH:34]=[CH:33][CH:32]=[C:31]([N:35]2[CH:39]=[CH:38][CH:37]=[N:36]2)[N:30]=1>>[CH2:1]([O:3][C:4]([C:6]1([C:9]2[CH:10]=[CH:11][C:12]([C:15]3[CH:20]=[CH:19][C:18]([C:21]4[O:25][N:24]=[C:23]([CH3:26])[C:22]=4[NH:27][C:29]4[CH:34]=[CH:33][CH:32]=[C:31]([N:35]5[CH:39]=[CH:38][CH:37]=[N:36]5)[N:30]=4)=[CH:17][CH:16]=3)=[CH:13][CH:14]=2)[CH2:8][CH2:7]1)=[O:5])[CH3:2]. Procedure details: Prepared according to the procedure described in Example 68, Step 2, using 1-[4′-(4-amino-3-methyl-isoxazol-5-yl)-biphenyl-4-yl]-cyclopropanecarboxylic acid ethyl ester and 2-bromo-6-pyrazol-1-yl-pyridine.